The task is: describe an organic reaction: reactants, conditions, products, and yield. This data is from the Open Reaction Database (ORD), a public repository of structured organic reaction records. Starting materials: iii, N1(CCCC1)C1CCNCC1 (4-pyrrolidin-1-yl-piperidine), CC1=CC(=NC(=C1C(=O)O)C)C=1C=NC=C(C1)C(F)(F)F (4,6-dimethyl-5′-trifluoromethyl-[2,3′]bipyridinyl-5-carboxylic acid), acid chloride. The product is CC1=CC(=NC(=C1C(=O)N1CCC(CC1)N1CCCC1)C)C=1C=NC=C(C1)C(F)(F)F ((4,6-Dimethyl-5′-trifluoromethyl-[2,3′]bipyridinyl-5-yl)-(4-pyrrolidin-1-yl-piperidin-1-yl)-methanone). Reaction SMILES: [CH3:1][C:2]1[C:7]([C:8]([OH:10])=O)=[C:6]([CH3:11])[N:5]=[C:4]([C:12]2[CH:13]=[N:14][CH:15]=[C:16]([C:18]([F:21])([F:20])[F:19])[CH:17]=2)[CH:3]=1.[N:22]1([CH:27]2[CH2:32][CH2:31][NH:30][CH2:29][CH2:28]2)[CH2:26][CH2:25][CH2:24][CH2:23]1>>[CH3:1][C:2]1[C:7]([C:8]([N:30]2[CH2:31][CH2:32][CH:27]([N:22]3[CH2:26][CH2:25][CH2:24][CH2:23]3)[CH2:28][CH2:29]2)=[O:10])=[C:6]([CH3:11])[N:5]=[C:4]([C:12]2[CH:13]=[N:14][CH:15]=[C:16]([C:18]([F:21])([F:20])[F:19])[CH:17]=2)[CH:3]=1. Reported procedure: In analogy to the procedures described for example 1, for intermediate 5B and for intermediate 1, the title compound has been prepared by the following reaction sequence: i) 6-chloro-2,4-dimethyl-nicotinic acid ethyl ester [Zhou, Y.; Bridger, G. J.; Skerlj, R. T.; Bogucki, D.; Yang, W.; Bourque, E.; Langille, J.; Li, T.-S.; Metz, M. U.S. Pat. Appl. Publ. (2005), US 2005277668 A1] was reacted with 3-(4,4,5,5-tetramethyl-[1,3,2]dioxaborolan-2-yl)-5-trifluoromethyl-pyridine (intermediate 6) to give... Reactants: C(#CCCCC)C=1C=C(C=NC1)OC[C@H]1N(CCC1)C (5-(1-hexynyl)-3-(1-methyl-2-(S)-pyrrolidinylmethoxy)-pyridine). The reagents and catalysts are [Pd].CC(=O)[O-].CC(=O)[O-].[Pb+2] (Lindlar's catalyst). The solvent is CO (MeOH). Reaction conditions: time 8 hour. Yields the product C(=CCCCC)C=1C=C(C=NC1)OC[C@H]1N(CCC1)C (5-Hexenyl-3-(1-methyl-2-(S)-pyrrolidinylmethoxy)pyridine). Yield: 96.5%. As a reaction SMILES: [C:1]([C:7]1[CH:8]=[C:9]([O:13][CH2:14][C@@H:15]2[CH2:19][CH2:18][CH2:17][N:16]2[CH3:20])[CH:10]=[N:11][CH:12]=1)#[C:2][CH2:3][CH2:4][CH2:5][CH3:6]>CO.[Pd].CC([O-])=O.CC([O-])=O.[Pb+2]>[CH:1]([C:7]1[CH:8]=[C:9]([O:13][CH2:14][C@@H:15]2[CH2:19][CH2:18][CH2:17][N:16]2[CH3:20])[CH:10]=[N:11][CH:12]=1)=[CH:2][CH2:3][CH2:4][CH2:5][CH3:6] |f:2.3.4.5|. Procedure: To a solution of 5-(1-hexynyl)-3-(1-methyl-2-(S)-pyrrolidinylmethoxy)-pyridine (from Example 4a, 100 mg, 0.37 mmol) in MeOH (3.0 mL) was added Lindlar's catalyst (10 mg). The mixture was stirred at room temperature overnight. The solvent was removed, and the residue was chromatographed on a silica gel column, eluting with NH4OH/MeOH/EtOAc 0:1:9 and 1:10:90 to afford a light yellowish oil (98 mg, 98%). MS (CI/NH3) m/z 277 (M+H)+. 1H NMR (CDCl3, 300 MHz) δ 0.88 (t, J=4.8 Hz, 3H), 1.23-1.37 (m, 6 H... Starting materials: COC=1C=C2C(=NC(=NC2=CC1OC)C1=CC=C(C=C1)F)C(=O)O (6,7-dimethoxy-2-(4-fluorophenyl)quinazoline-4-carboxylic acid), Cl.COC=1C=C2CCNCC2=CC1 (6-methoxy-1,2,3,4-tetrahydroisoquinoline hydrochloride). Product: COC=1C=C2C(=NC(=NC2=CC1OC)C1=CC=C(C=C1)F)C(=O)N1CC2=CC=C(C=C2CC1)OC (2-[[6,7-dimethoxy-2-(4-fluorophenyl)quinazolin-4-yl]carbonyl]-6-methoxy-1,2,3,4-tetrahydroisoquinoline). The yield is 19.2%. As a reaction SMILES: [CH3:1][O:2][C:3]1[CH:4]=[C:5]2[C:10](=[CH:11][C:12]=1[O:13][CH3:14])[N:9]=[C:8]([C:15]1[CH:20]=[CH:19][C:18]([F:21])=[CH:17][CH:16]=1)[N:7]=[C:6]2[C:22]([OH:24])=O.Cl.[CH3:26][O:27][C:28]1[CH:29]=[C:30]2[C:35](=[CH:36][CH:37]=1)[CH2:34][NH:33][CH2:32][CH2:31]2>>[CH3:1][O:2][C:3]1[CH:4]=[C:5]2[C:10](=[CH:11][C:12]=1[O:13][CH3:14])[N:9]=[C:8]([C:15]1[CH:16]=[CH:17][C:18]([F:21])=[CH:19][CH:20]=1)[N:7]=[C:6]2[C:22]([N:33]1[CH2:32][CH2:31][C:30]2[C:35](=[CH:36][CH:37]=[C:28]([O:27][CH3:26])[CH:29]=2)[CH2:34]1)=[O:24] |f:1.2|. Procedure: Reaction of 6,7-dimethoxy-2-(4-fluorophenyl)quinazoline-4-carboxylic acid with 6-methoxy-1,2,3,4-tetrahydroisoquinoline hydrochloride gave compound 111 (19.2% yield). 1H NMR (400 MHz, DMSO-d6) δ 2.81 and 3.05 (2t, 2H), 3.48-4.06 (m, 11H), 4.41 and 4.93 (2s, 2H), 6.66-6.92 (m, 3H), 7.14-7.27 (m, 1H), 7.37-7.41 (m, 1H), 7.51 and 7.54 (2s, 1H), 7.59-7.63 (m, 1H), 8.15-8.20 (m, 1H), 8.31-8.35 (m, 1H); 19F (376 MHz, DMSO-d6) δ −113.0; MS (ESI) m/z 474 ([M+H]+). Reactants: O1CCC(=CC1)C=1C(=NC=CC1)OC1CCN(CC1)C(=O)OC(C)(C)C (tert-butyl 4-((3-(3,6-dihydro-2H-pyran-4-yl)pyridin-2-yl)oxy)piperidine-1-carboxylate). Reagents/catalysts: [Pd] (Pd—C). Run in CO (MeOH). Conditions: temperature 30 celsius, time 8 hour. Product: O1CCC(CC1)C=1C(=NC=CC1)OC1CCN(CC1)C(=O)OC(C)(C)C (Tert-Butyl 4-((3-(Tetrahydro-2H-Pyran-4-yl)Pyridin-2-yl)Oxy)Piperidine-1-Carboxylate). Isolated yield 84.4%. Reaction SMILES: [O:1]1[CH2:6][CH:5]=[C:4]([C:7]2[C:8]([O:13][CH:14]3[CH2:19][CH2:18][N:17]([C:20]([O:22][C:23]([CH3:26])([CH3:25])[CH3:24])=[O:21])[CH2:16][CH2:15]3)=[N:9][CH:10]=[CH:11][CH:12]=2)[CH2:3][CH2:2]1>CO.[Pd]>[O:1]1[CH2:6][CH2:5][CH:4]([C:7]2[C:8]([O:13][CH:14]3[CH2:19][CH2:18][N:17]([C:20]([O:22][C:23]([CH3:26])([CH3:25])[CH3:24])=[O:21])[CH2:16][CH2:15]3)=[N:9][CH:10]=[CH:11][CH:12]=2)[CH2:3][CH2:2]1. Procedure details: A mixture of tert-butyl 4-((3-(3,6-dihydro-2H-pyran-4-yl)pyridin-2-yl)oxy)piperidine-1-carboxylate (see PREPARATION P28.1; 3.5 g, 9.6 mmol) and wet Pd—C (50%, 1.0 g) in MeOH (100 mL) was stirred under H2 (40 psi) at 30° C. overnight then the reaction mixture was filtered through CELITE® and washed with MeOH. The filtrate was concentrated to give of the desired compound (3.2 g, 8.1 mmol, yield 91%). Reactants: [H-].[Na+] (Sodium hydride), N1=CC=C(C=C1)N1CC(CC1)O (1-(4-pyridyl)-3-hydroxypyrrolidine), BrC1=NC=C(C=C1)[N+](=O)[O-] (2-bromo-5-nitropyridine). Reagents/catalysts: [Br-].C(CCC)[N+](CCCC)(CCCC)CCCC (tetra-n-butylammonium bromide). The product is N1=CC=C(C=C1)N1CC(CC1)OC1=NC=C(C=C1)[N+](=O)[O-] (1-(4-pyridyl)-3-(5-nitro-2-pyridyloxy)pyrrolidine). RXN SMILES: [H-].[Na+].[N:3]1[CH:8]=[CH:7][C:6]([N:9]2[CH2:13][CH2:12][CH:11]([OH:14])[CH2:10]2)=[CH:5][CH:4]=1.Br[C:16]1[CH:21]=[CH:20][C:19]([N+:22]([O-:24])=[O:23])=[CH:18][N:17]=1>[Br-].C([N+](CCCC)(CCCC)CCCC)CCC>[N:3]1[CH:8]=[CH:7][C:6]([N:9]2[CH2:13][CH2:12][CH:11]([O:14][C:16]3[CH:21]=[CH:20][C:19]([N+:22]([O-:24])=[O:23])=[CH:18][N:17]=3)[CH2:10]2)=[CH:5][CH:4]=1 |f:0.1,4.5|. Procedure details: Sodium hydride (60% dispersion in paraffin oil, 146 mg) 1.2 equivalent) was added to an oven-dried round-bottomed flask and washed under an argon atmosphere with pentane. DMF (5 ml) was then added, followed by 1-(4-pyridyl)-3-hydroxypyrrolidine (1.0 equivalent, 3.05 mmol) and tetra-n-butylammonium bromide (59 mg, 0.18 mmol). The mixture was added as a slurry to 2-bromo-5-nitropyridine (1.5 equivalent) in a second dry flask under argon, with stirring. After the reaction was complete the solvent w... RXN SMILES: Br.[Br-].[NH2:3][CH2:4][CH2:5][CH2:6][P+](C1C=CC=CC=1)(C1C=CC=CC=1)C1C=CC=CC=1.O1CCCC1.C([Li])CCC.[Cl:36][C:37]1[CH:51]=[CH:50][C:40]2[CH:41]=[CH:42][N:43]3[CH:49]=[CH:48][CH:47]=[C:44]3[C:45](=O)[C:39]=2[CH:38]=1>CCCCCCC.O>[Cl:36][C:37]1[CH:51]=[CH:50][C:40]2[CH:41]=[CH:42][N:43]3[CH:49]=[CH:48][CH:47]=[C:44]3[C:45](=[CH:6][CH2:5][CH2:4][NH2:3])[C:39]=2[CH:38]=1 |f:0.1.2|. Conditions: time 30 minute. Procedure details: Anhydrous 3-aminopropyltriphenylphosphonium bromide hydrobromide, 9.0 g., is suspended in 30 ml. dry tetrahydrofuran and 0.038 moles of butyl lithium in heptane is added during 1 hour. After an additional 30 minutes, 3.44 g. of 9-chloro-11H-pyrrolo[2,1-b][3]benzazepin-11-one is added to the deep red solution and the reaction is maintained at reflux for 10 hours. Water, 500 ml., is added at room temperature and the solvent is removed in vacuo. The crude residue is treated with 10% hydrochloric ac... Product: ClC1=CC2=C(C=CN3C(C2=CCCN)=CC=C3)C=C1 (9-chloro-11-(3-aminopropylidene)-11H-pyrrolo[2,1-b][3]benzazepine). Reactants: O1CCCC1 (tetrahydrofuran), C(CCC)[Li] (butyl lithium), Br.[Br-].NCCC[P+](C1=CC=CC=C1)(C1=CC=CC=C1)C1=CC=CC=C1 (3-aminopropyltriphenylphosphonium bromide hydrobromide), ClC1=CC2=C(C=CN3C(C2=O)=CC=C3)C=C1 (9-chloro-11H-pyrrolo[2,1-b][3]benzazepin-11-one). Run in CCCCCCC (heptane), O (Water). The reactants are C(C)(C)(C)C1=CC(=C(C=C1)O)NS(=O)(=O)C1=C(C=C(C=C1Cl)Cl)Cl (4-t-butyl-2-(2,4,6-trichlorobenzenesulfonylamino)phenol). The reagents and catalysts are [O-2].[O-2].[Mn+4] (manganese dioxide). The solvent is C(C)(=O)OCC (ethyl acetate). Product: C(C)(C)(C)C=1C=CC(C(C1)=NS(=O)(=O)C1=C(C=C(C=C1Cl)Cl)Cl)=O (4-t-butyl-6-(2,4,6-trichlorobenzenesulfonylimino)-2,4-cyclohexadienone). Reaction SMILES: [C:1]([C:5]1[CH:10]=[CH:9][C:8]([OH:11])=[C:7]([NH:12][S:13]([C:16]2[C:21]([Cl:22])=[CH:20][C:19]([Cl:23])=[CH:18][C:17]=2[Cl:24])(=[O:15])=[O:14])[CH:6]=1)([CH3:4])([CH3:3])[CH3:2]>C(OCC)(=O)C.[O-2].[O-2].[Mn+4]>[C:1]([C:5]1[CH:10]=[CH:9][C:8](=[O:11])[C:7](=[N:12][S:13]([C:16]2[C:17]([Cl:24])=[CH:18][C:19]([Cl:23])=[CH:20][C:21]=2[Cl:22])(=[O:15])=[O:14])[CH:6]=1)([CH3:4])([CH3:2])[CH3:3] |f:2.3.4|. Procedure details: In 500 ml of ethyl acetate were dispersed 60.0 g of 4-t-butyl-2-(2,4,6-trichlorobenzenesulfonylamino)phenol and 63.8 g of manganese dioxide. The mixture was refluxed upon heating for 1 hour. After cooling the mixture, inorganic substances were filtered out with Celite. The solvent was then evaporated to obtain orange crystals. The crystals were used in the next reaction without further purification.